Dataset: the Open Reaction Database (ORD), a public repository of structured organic reaction records. Task: describe an organic reaction: reactants, conditions, products, and yield The reactants are N#N (N2), C(C)C(CC)C1=CC(=NC=2N1N=C(C2I)C)C (7-(1-ethyl-propyl)-3-iodo-2,5-dimethyl-pyrazolo[1,5-a]pyrimidine), [O-]P(=O)([O-])[O-].[K+].[K+].[K+] (K3PO4), ClC=1SC=C(N1)Cl (2,4-dichlorothiazole), N1=CC=CC2=CC=C3C=CC=NC3=C12 (1,10 phenanthroline). Reagents/catalysts: [Cu]I (CuI). Run in CC(=O)N(C)C (DMAC). Run at temperature 120 celsius, time 6 hour. The product is C(C)C(CC)C1=CC(=NC=2N1N=C(C2C2=C(N=C(S2)Cl)Cl)C)C (7-(1-ethyl-propyl)-3-(2,4-dichloro-thiazol-5-yl)-2,5-dimethyl-pyrazolo[1,5-a]pyrimidine). The yield is 70.0%. Reaction SMILES: [CH2:1]([CH:3]([C:6]1[N:11]2[N:12]=[C:13]([CH3:16])[C:14](I)=[C:10]2[N:9]=[C:8]([CH3:17])[CH:7]=1)[CH2:4][CH3:5])[CH3:2].[O-]P([O-])([O-])=O.[K+].[K+].[K+].[Cl:26][C:27]1[S:28][CH:29]=[C:30]([Cl:32])[N:31]=1.N1C2C(=CC=C3C=2N=CC=C3)C=CC=1.N#N>[Cu]I.CC(N(C)C)=O>[CH2:1]([CH:3]([C:6]1[N:11]2[N:12]=[C:13]([CH3:16])[C:14]([C:29]3[S:28][C:27]([Cl:26])=[N:31][C:30]=3[Cl:32])=[C:10]2[N:9]=[C:8]([CH3:17])[CH:7]=1)[CH2:4][CH3:5])[CH3:2] |f:1.2.3.4|. Procedure details: Charge 7-(1-ethyl-propyl)-3-iodo-2,5-dimethyl-pyrazolo[1,5-a]pyrimidine (1.03 g, 3.00 mmoles), K3PO4 (1.95 g, 9.00 mmoles), 2,4-dichlorothiazole (0.58 g, 3.75 mmoles), 1,10 phenanthroline (0.05 g, 0.30 mmoles) and anhydrous DMAC (5 mL) to a round bottom flask equipped with a magnetic stir bar, thermal couple and N2 inlet. Degas the yellow heterogeneous reaction mixture with N2 (gas) for 30 min. and then add CuI (0.06 g, 0.30 mmoles) in one portion followed by additional 30 min. degassing with N2... Reactants: C(C)(C)OS(=O)(=O)C1=CC2=CC(=CC=C2C(=C1N=NC1=CC=C(C=C1)OC)O)NC(C1=C(C=CC=C1OC)OC)=O (7-(2,6-Dimethoxy-benzoylamino)-4-hydroxy-3-(4-methoxy-phenylazo)-napthalene-2-sulfonic Acid Isopropyl Ester), [I-].[Na+] (sodium iodide). Solvent: CC(CC)=O (2-butanone). Run at temperature 60 celsius, time 24 hour. Yields the product COC1=C(C(=O)NC2=CC=C3C(=C(C(=CC3=C2)S(=O)(=O)O)N=NC2=CC=C(C=C2)OC)O)C(=CC=C1)OC (7-(2,6-Dimethoxy-benzoylamino)-4-hydroxy-3-(4-methoxy-phenylazo)-napthalene-2-sulfonic Acid). The yield is 88.3%. RXN SMILES: C([O:4][S:5]([C:8]1[C:17]([N:18]=[N:19][C:20]2[CH:25]=[CH:24][C:23]([O:26][CH3:27])=[CH:22][CH:21]=2)=[C:16]([OH:28])[C:15]2[C:10](=[CH:11][C:12]([NH:29][C:30](=[O:41])[C:31]3[C:36]([O:37][CH3:38])=[CH:35][CH:34]=[CH:33][C:32]=3[O:39][CH3:40])=[CH:13][CH:14]=2)[CH:9]=1)(=[O:7])=[O:6])(C)C.[I-].[Na+]>CC(=O)CC>[CH3:38][O:37][C:36]1[CH:35]=[CH:34][CH:33]=[C:32]([O:39][CH3:40])[C:31]=1[C:30]([NH:29][C:12]1[CH:11]=[C:10]2[C:15]([C:16]([OH:28])=[C:17]([N:18]=[N:19][C:20]3[CH:21]=[CH:22][C:23]([O:26][CH3:27])=[CH:24][CH:25]=3)[C:8]([S:5]([OH:7])(=[O:4])=[O:6])=[CH:9]2)=[CH:14][CH:13]=1)=[O:41] |f:1.2|. Procedure details: 7-(2,6-Dimethoxy-benzoylamino)-4-hydroxy-3-(4-methoxy-phenylazo)-napthalene-2-sulfonic acid isopropyl ester (Example 17, 35 mg, 0.06 mmol) was suspended in 2-butanone (3 m) and sodium iodide (18 mg, 0.12 mmol) was added. The reaction mixture was allowed to stir under nitrogen at 60° C. for 24 h. The solvent was removed under a stream of nitrogen, acetone was added and the suspension was filtered to provide the title compound (30 mg, 0.053 mmol, 89%) as a red solid: NMR (DMSO-d6): δ 16.38 (s, 1H)...